This data is from the Open Reaction Database (ORD), a public repository of structured organic reaction records. The task is: describe an organic reaction: reactants, conditions, products, and yield The reactants are ClC=1C(=NC=NC1Cl)N (5,6-dichloropyrimidin-4-amine), NC=1C=C(C=CC1)O (3-aminophenol), C(C1=CC=CC=C1)N1N=CC(=C1)B1OC(C(O1)(C)C)(C)C (1-benzyl-4-(4,4,5,5-tetramethyl-1,3,2-dioxaborolan-2-yl)-1H-pyrazole), C(C=C)(=O)Cl (acryloyl chloride). Product: NC1=C(C(=NC=N1)OC=1C=C(C=CC1)NC(C=C)=O)C=1C=NN(C1)CC1=CC=CC=C1 (N-(3-((6-amino-5-(1-benzyl-1H-pyrazol-4-yl)pyrimidin-4-yl)oxy)phenyl)acrylamide). As a reaction SMILES: Cl[C:2]1[C:3]([NH2:9])=[N:4][CH:5]=[N:6][C:7]=1Cl.[NH2:10][C:11]1[CH:12]=[C:13]([OH:17])[CH:14]=[CH:15][CH:16]=1.[CH2:18]([N:25]1[CH:29]=[C:28](B2OC(C)(C)C(C)(C)O2)[CH:27]=[N:26]1)[C:19]1[CH:24]=[CH:23][CH:22]=[CH:21][CH:20]=1.[C:39](Cl)(=[O:42])[CH:40]=[CH2:41]>>[NH2:9][C:3]1[N:4]=[CH:5][N:6]=[C:7]([O:17][C:13]2[CH:12]=[C:11]([NH:10][C:39](=[O:42])[CH:40]=[CH2:41])[CH:16]=[CH:15][CH:14]=2)[C:2]=1[C:28]1[CH:27]=[N:26][N:25]([CH2:18][C:19]2[CH:24]=[CH:23][CH:22]=[CH:21][CH:20]=2)[CH:29]=1. Reported procedure: N-(3-((6-amino-5-(1-benzyl-1H-pyrazol-4-yl)pyrimidin-4-yl)oxy)phenyl)acrylamide was prepared from 5,6-dichloropyrimidin-4-amine, 3-aminophenol, 1-benzyl-4-(4,4,5,5-tetramethyl-1,3,2-dioxaborolan-2-yl)-1H-pyrazole, and acryloyl chloride using methods A, C, and F. HPLC: 100%. MS: m/z=413 [M+H]+. 1H-NMR (DMSO-D6) δ 10.18 (s, 1H), 8.08 (s, 1H), 7.98 (s, 1H), 7.66 (s, 1H), 7.45 (s, 1H), 7.33 (t, 1H), 7.29-7.20 (m, 6H), 6.99-6.64 (m, 3H), 6.34 (dd, 1H), 6.18 (d, 1H), 5.70 (d, 1H), 5.30 (s, 2H). Reaction conditions: temperature 70 celsius. Reported procedure: Piperidine-4-carboxylic acid [4-phenyl-1-(3-phenyl-propyl)-butyl]-amide (4) (150.7 mg; 0.4 mmol) is dissolved in isopropanol (10 mL) at ambient temperature. (+/−)-2-(3,4,5-Trimethoxy-phenoxymethyl)-oxirane (95.2 mg; 0.4 mmol) is added, then the mixture is heated to 70° C. and maintained for 18 hours. After cooling to ambient temperature, the solution is concentrated in vacuo at 40° C. The residue is purified via silica gel chromatography with gradient elution (10%→100% acetone in hexanes) afford... The product is C1(=CC=CC=C1)CCCC(CCCC1=CC=CC=C1)NC(=O)C1CCN(CC1)CC(CC1=CC(=C(C(=C1)OC)OC)OC)O (1-[2-hydroxy-3-(3,4,5-trimethoxyphenyl)-propyl]-piperidine-4-carboxylic acid [4-phenyl-1-(3-phenyl-propyl)-butyl]amide). The reactants are C1(=CC=CC=C1)CCCC(CCCC1=CC=CC=C1)NC(=O)C1CCNCC1 (piperidine-4-carboxylic acid [4-phenyl-1-(3-phenyl-propyl)-butyl]-amide), COC=1C=C(OCC2OC2)C=C(C1OC)OC ((+/−)-2-(3,4,5-Trimethoxy-phenoxymethyl)-oxirane). The yield is 121.0%. RXN SMILES: [C:1]1([CH2:7][CH2:8][CH2:9][CH:10]([NH:20][C:21]([CH:23]2[CH2:28][CH2:27][NH:26][CH2:25][CH2:24]2)=[O:22])[CH2:11][CH2:12][CH2:13][C:14]2[CH:19]=[CH:18][CH:17]=[CH:16][CH:15]=2)[CH:6]=[CH:5][CH:4]=[CH:3][CH:2]=1.[CH3:29][O:30][C:31]1[CH:32]=[C:33]([CH:39]=[C:40]([O:44][CH3:45])[C:41]=1[O:42][CH3:43])OCC1CO1>C(O)(C)C>[C:1]1([CH2:7][CH2:8][CH2:9][CH:10]([NH:20][C:21]([CH:23]2[CH2:28][CH2:27][N:26]([CH2:41][CH:31]([OH:30])[CH2:32][C:33]3[CH:39]=[C:40]([O:44][CH3:45])[C:41]([O:42][CH3:43])=[C:31]([O:30][CH3:29])[CH:32]=3)[CH2:25][CH2:24]2)=[O:22])[CH2:11][CH2:12][CH2:13][C:14]2[CH:19]=[CH:18][CH:17]=[CH:16][CH:15]=2)[CH:6]=[CH:5][CH:4]=[CH:3][CH:2]=1. Run in C(C)(C)O (isopropanol). The reactants are [Br-].COC(=O)C1=CC=C(C[P+](C2=CC=CC=C2)(C2=CC=CC=C2)C2=CC=CC=C2)C=C1 ([4-(Methoxycarbonyl)benzyl](triphenyl)phosphonium bromide), ice water, CC(C)([O-])C.[K+] (potassium tert-butoxide), C(=O)C=1N=C(SC1CC1=CC=C(C=C1)SC)NC(C)=O (N-{4-formyl-5-[4-(methylthio)benzyl]-1,3-thiazol-2-yl}acetamide). The solvent is CN(C)C=O (DMF). Run at time 18 hour. The product is C(C)(=O)NC=1SC(=C(N1)\C=C/C1=CC=C(C(=O)OC)C=C1)CC1=CC=C(C=C1)SC (methyl 4-((Z)-2-{2-(acetylamino)-5-[4-(methylthio)benzyl]-1,3-thiazol-4-yl}vinyl)benzoate). Isolated yield 96.9%. As a reaction SMILES: [Br-].[CH3:2][O:3][C:4]([C:6]1[CH:31]=[CH:30][C:9]([CH2:10][P+](C2C=CC=CC=2)(C2C=CC=CC=2)C2C=CC=CC=2)=[CH:8][CH:7]=1)=[O:5].CC(C)([O-])C.[K+].[CH:38]([C:40]1[N:41]=[C:42]([NH:54][C:55](=[O:57])[CH3:56])[S:43][C:44]=1[CH2:45][C:46]1[CH:51]=[CH:50][C:49]([S:52][CH3:53])=[CH:48][CH:47]=1)=O>CN(C=O)C>[C:55]([NH:54][C:42]1[S:43][C:44]([CH2:45][C:46]2[CH:47]=[CH:48][C:49]([S:52][CH3:53])=[CH:50][CH:51]=2)=[C:40](/[CH:38]=[CH:10]\[C:9]2[CH:8]=[CH:7][C:6]([C:4]([O:3][CH3:2])=[O:5])=[CH:31][CH:30]=2)[N:41]=1)(=[O:57])[CH3:56] |f:0.1,2.3|. Procedure: [4-(Methoxycarbonyl)benzyl](triphenyl)phosphonium bromide (4.81 g) and DMF (60 ml) were combined under N2 atmosphere. Then potassium tert-butoxide (1.32 g) and N-{4-formyl-5-[4-(methylthio)benzyl]-1,3-thiazol-2-yl}acetamide (3 g) were added to the suspension at 0° C. The reaction mixture was stirred at r.t. for 18 hours, poured into ice-water, and extracted with AcOEt. The organic layer was washed with water and brine, dried over anhydrous MgSO4, and concentrated in vacuo. The residue was purifi... The reactants are SC[C@H](O)[C@H](O)CS (dithioerythritol), CI (methyl iodide), ( I ), C(C)(C)(C)OC(=O)N1CCC(CC1)N(C(=O)NC=1SC(=CN1)SC#N)C1CCCCC1 (4-[1-cyclohexyl-3-(5-thiocyanato-thiazol-2-yl)-ureido]-piperidine-1-carboxylic acid tert-butyl ester). Product: C(C)(C)(C)OC(=O)N1CCC(CC1)N(C(=O)NC=1SC(=CN1)SC)C1CCCCC1 (4-[1-Cyclohexyl-3-(5-methylsulfanyl-thiazol-2-yl)-ureido]-piperidine-1-carboxylic acid tert-butyl ester), C1(CCCCC1)N(C(=O)NC=1SC(=CN1)SC)C1CCN(CC1)C(=O)C=1SC=CC1 (1-Cyclohexyl-3-(5-methylsulfanyl-thiazol-2-yl)-1-[1-(thiophene-2-carbonyl)-piperidin-4-yl]-urea). Reaction SMILES: [C:1]([O:5][C:6]([N:8]1[CH2:13][CH2:12][CH:11]([N:14]([CH:26]2[CH2:31][CH2:30][CH2:29][CH2:28][CH2:27]2)[C:15]([NH:17][C:18]2[S:19][C:20]([S:23][C:24]#N)=[CH:21][N:22]=2)=[O:16])[CH2:10][CH2:9]1)=[O:7])([CH3:4])([CH3:3])[CH3:2].S[CH2:33][C@@H:34]([C@@H:36]([CH2:38][SH:39])O)O.CI>>[C:1]([O:5][C:6]([N:8]1[CH2:9][CH2:10][CH:11]([N:14]([CH:26]2[CH2:27][CH2:28][CH2:29][CH2:30][CH2:31]2)[C:15]([NH:17][C:18]2[S:19][C:20]([S:23][CH3:24])=[CH:21][N:22]=2)=[O:16])[CH2:12][CH2:13]1)=[O:7])([CH3:4])([CH3:2])[CH3:3].[CH:26]1([N:14]([CH:11]2[CH2:10][CH2:9][N:8]([C:6]([C:38]3[S:39][CH:33]=[CH:34][CH:36]=3)=[O:5])[CH2:13][CH2:12]2)[C:15]([NH:17][C:18]2[S:19][C:20]([S:23][CH3:24])=[CH:21][N:22]=2)=[O:16])[CH2:27][CH2:28][CH2:29][CH2:30][CH2:31]1. Procedure details: 4-[1-Cyclohexyl-3-(5-methylsulfanyl-thiazol-2-yl)-ureido]-piperidine-1-carboxylic acid tert-butyl ester was prepared as described in general procedure (H) and (I) using 4-[1-cyclohexyl-3-(5-thiocyanato-thiazol-2-yl)-ureido]-piperidine-1-carboxylic acid tert-butyl ester, dithioerythritol and methyl iodide. Removal of the Boc group and N-acylation using thiophene-2 carboxylic acid as described in general procedure (G), steps 3 and 4 gave the title compound.